Dataset: the Open Reaction Database (ORD), a public repository of structured organic reaction records. Task: describe an organic reaction: reactants, conditions, products, and yield Starting materials: CCOC(=O)C(CC(C)C)NC(=O)OC1CCOC1, CCO, Cl, [Na+], [OH-]. As a reaction SMILES: [CH2:1]([CH3:2])[O:3][C:4]([CH:5]([NH:6][C:7](=[O:8])[O:9][CH:10]1[CH2:11][O:12][CH2:13][CH2:14]1)[CH2:15][CH:16]([CH3:17])[CH3:18])=[O:19].[CH3:23][CH2:24][OH:25].[ClH:22].[Na+:21].[OH-:20]>>[O:3]=[C:4]([CH:5]([NH:6][C:7](=[O:8])[O:9][CH:10]1[CH2:11][O:12][CH2:13][CH2:14]1)[CH2:15][CH:16]([CH3:17])[CH3:18])[OH:19]. Yields the product CC(C)CC(NC(=O)OC1CCOC1)C(=O)O. Starting materials: NCCCC=1N=C(N(C1)C(C1=CC=CC=C1)(C1=CC=CC=C1)C1=CC=CC=C1)F (4-(3-Aminopropyl)-2-fluoro-1-triphenylmethylimidazole), FC(CN=C=S)(F)F (2,2,2-trifluoroethyl isothiocyanate). Solvent: C1CCOC1 (THF). Yields the product FC=1N(C=C(N1)CCCNC(=S)NCC(F)(F)F)C(C1=CC=CC=C1)(C1=CC=CC=C1)C1=CC=CC=C1 (2-fluoro-4-[3-(3-[2,2,2-trifluoroethyl]thioureido)propyl]-1-triphenylmethylimidazole). As a reaction SMILES: [NH2:1][CH2:2][CH2:3][CH2:4][C:5]1[N:6]=[C:7]([F:29])[N:8]([C:10]([C:23]2[CH:28]=[CH:27][CH:26]=[CH:25][CH:24]=2)([C:17]2[CH:22]=[CH:21][CH:20]=[CH:19][CH:18]=2)[C:11]2[CH:16]=[CH:15][CH:14]=[CH:13][CH:12]=2)[CH:9]=1.[F:30][C:31]([F:37])([F:36])[CH2:32][N:33]=[C:34]=[S:35]>C1COCC1>[F:29][C:7]1[N:8]([C:10]([C:11]2[CH:16]=[CH:15][CH:14]=[CH:13][CH:12]=2)([C:23]2[CH:28]=[CH:27][CH:26]=[CH:25][CH:24]=2)[C:17]2[CH:18]=[CH:19][CH:20]=[CH:21][CH:22]=2)[CH:9]=[C:5]([CH2:4][CH2:3][CH2:2][NH:1][C:34]([NH:33][CH2:32][C:31]([F:37])([F:36])[F:30])=[S:35])[N:6]=1. Reported procedure: 4-(3-Aminopropyl)-2-fluoro-1-triphenylmethylimidazole was reacted in THF with 2,2,2-trifluoroethyl isothiocyanate for 2 hours. Extractive work-up and chromatography gave 2-fluoro-4-[3-(3-[2,2,2-trifluoroethyl]thioureido)propyl]-1-triphenylmethylimidazole having the following n.m.r. in CDCl3 : 1.78 (quintet, 2H); 2.43 (t, 2H); 3.5 (q, 2H); 4.25 (m, 2H); 6.24 (s, 1H); 7.0-7.35 (m, 15H). The reactants are [OH-].[K+] (KOH), CC1=CC(OC2=C(C(=CC=C12)OCC#C)C(C)=O)=O (4-methyl-7-prop-2-ynyloxy-8-acetylcoumarin), COC=1C=C(C=O)C=C(C1OC)OC (3,4,5-trimethoxy-benzaldehyde). Run in C(C)O (ethanol), O (water). Yields the product CC1=CC(OC2=C(C(=CC=C12)OCC#C)C(C=CC1=CC(=C(C(=C1)OC)OC)OC)=O)=O (1-[4-Methyl-7-(prop-2-ynyloxy)coumarin-8-yl]-3-(3,4,5-trimethoxy-phenyl)-propen-1-one). As a reaction SMILES: [OH-].[K+].[CH3:3][C:4]1[C:13]2[C:8](=[C:9]([C:18](=[O:20])[CH3:19])[C:10]([O:14][CH2:15][C:16]#[CH:17])=[CH:11][CH:12]=2)[O:7][C:6](=[O:21])[CH:5]=1.[CH3:22][O:23][C:24]1[CH:25]=[C:26]([CH:29]=[C:30]([O:34][CH3:35])[C:31]=1[O:32][CH3:33])[CH:27]=O>C(O)C.O>[CH3:3][C:4]1[C:13]2[C:8](=[C:9]([C:18](=[O:20])[CH:19]=[CH:27][C:26]3[CH:29]=[C:30]([O:34][CH3:35])[C:31]([O:32][CH3:33])=[C:24]([O:23][CH3:22])[CH:25]=3)[C:10]([O:14][CH2:15][C:16]#[CH:17])=[CH:11][CH:12]=2)[O:7][C:6](=[O:21])[CH:5]=1 |f:0.1|. Procedure details: A solution of KOH 50% (3 ml) is added to an equimolar solution of 4-methyl-7-prop-2-ynyloxy-8-acetylcoumarin (1.92 g, 0.0075 mol) and 3,4,5-trimethoxy-benzaldehyde (1.47 g, 0.0075 mol) in ethanol 95%; the addition is performed under energetic stirring at room temperature. The reaction is left under stirring for one night and then diluted with water and acidified. The precipitate is separated by filtration and dried under vacuum. The compound is crystallized by ethanol to give 1.1 of product m.p.... Reactants: COCCCN1CCOc2ccc(COC3CN(C(=O)OCc4ccccc4)C(CCC(=O)O)CC3c3ccc(OC)cc3)cc21, CN. Product: CNC(=O)CCC1CC(c2ccc(OC)cc2)C(OCc2ccc3c(c2)N(CCCOC)CCO3)CN1C(=O)OCc1ccccc1. Reaction SMILES: [CH2:1]([c:2]1[cH:3][cH:4][cH:5][cH:6][cH:7]1)[O:8][C:9](=[O:10])[N:11]1[CH:12]([CH2:42][CH2:43][C:44](=[O:45])[OH:46])[CH2:13][CH:14]([c:34]2[cH:35][cH:36][c:37]([O:40][CH3:41])[cH:38][cH:39]2)[CH:15]([O:17][CH2:18][c:19]2[cH:20][cH:21][c:22]3[c:23]([cH:33]2)[N:24]([CH2:28][CH2:29][CH2:30][O:31][CH3:32])[CH2:25][CH2:26][O:27]3)[CH2:16]1.[CH3:47][NH2:48]>>[CH2:1]([c:2]1[cH:3][cH:4][cH:5][cH:6][cH:7]1)[O:8][C:9](=[O:10])[N:11]1[CH:12]([CH2:42][CH2:43][C:44](=[O:46])[NH:48][CH3:47])[CH2:13][CH:14]([c:34]2[cH:35][cH:36][c:37]([O:40][CH3:41])[cH:38][cH:39]2)[CH:15]([O:17][CH2:18][c:19]2[cH:20][cH:21][c:22]3[c:23]([cH:33]2)[N:24]([CH2:28][CH2:29][CH2:30][O:31][CH3:32])[CH2:25][CH2:26][O:27]3)[CH2:16]1. Starting materials: C1(CCCC1)CCNC(=O)C=1C(C2=C(N3C=4C=CC=CC4SC13)N=C(N=C2)SC)=O (2-methylsulfanyl-5-oxo-5H-7-thia-1,3,11b-triaza-benzo[c]fluorene-6-carboxylic acid (2-cyclopentyl-ethyl)-amide), N1(CCNCC1)C(C)=O (1-(piperazin-1-yl)ethanone), CN1CCCC1=O (NMP). Yields the product N1(CCCC1)CCNC(=O)C=1C(C2=C(N3C=4C=CC=CC4SC13)N=C(N=C2)N2CCN(CC2)C(C)=O)=O (2-(4-Acetyl-piperazin-1-yl)-5-oxo-5H-7-thia-1,3,11b-triaza-benzo[c]fluorene-6-carboxylic acid (2-pyrrolidin-1-yl-ethyl)-amide). As a reaction SMILES: C1([CH2:6][CH2:7][NH:8][C:9]([C:11]2[C:12](=[O:30])[C:13]3[CH:27]=[N:26][C:25](SC)=[N:24][C:14]=3[N:15]3[C:23]=2[S:22][C:21]2[CH:20]=[CH:19][CH:18]=[CH:17][C:16]3=2)=[O:10])CCCC1.[N:31]1([C:37](=[O:39])[CH3:38])[CH2:36][CH2:35][NH:34][CH2:33][CH2:32]1.C[N:41]1[C:45](=O)[CH2:44][CH2:43][CH2:42]1>>[N:41]1([CH2:6][CH2:7][NH:8][C:9]([C:11]2[C:12](=[O:30])[C:13]3[CH:27]=[N:26][C:25]([N:34]4[CH2:35][CH2:36][N:31]([C:37](=[O:39])[CH3:38])[CH2:32][CH2:33]4)=[N:24][C:14]=3[N:15]3[C:23]=2[S:22][C:21]2[CH:20]=[CH:19][CH:18]=[CH:17][C:16]3=2)=[O:10])[CH2:45][CH2:44][CH2:43][CH2:42]1. Reported procedure: A solution of 2-methylsulfanyl-5-oxo-5H-7-thia-1,3,11b-triaza-benzo[c]fluorene-6-carboxylic acid (2-cyclopentyl-ethyl)-amide (25 mg, 0.057 mmol) and 1-(piperazin-1-yl)ethanone (75 mg, 0.585 mmol) in NMP (1.0 mL) was heated for 20 min at 200° C. in a microwave. The crude reaction mixture was purified by reverse phase HPLC. MS (m/z): 520 (MH+). Starting materials: O=C([O-])O, CCOC(C)=O, O=C1CCC(=O)N1Cl, C=Cc1c(F)cccc1C=O, [K+], O, CC(C)(C)OC(=O)N1CCC(c2nc(C=NO)cs2)CC1. Yields the product CC(C)(C)OC(=O)N1CCC(c2nc(C3=NOC(c4c(F)cccc4C=O)C3)cs2)CC1. As a reaction SMILES: [C:41](=[O:42])([O-:43])[OH:44].[CH3:46][CH2:47][O:48][C:49](=[O:50])[CH3:51].[Cl:22][N:23]1[C:24](=[O:25])[CH2:26][CH2:27][C:28]1=[O:29].[F:30][c:31]1[c:32]([CH:39]=[CH2:40])[c:33]([CH:34]=[O:35])[cH:36][cH:37][cH:38]1.[K+:45].[OH2:52].[OH:1][N:2]=[CH:3][c:4]1[n:5][c:6]([CH:9]2[CH2:10][CH2:11][N:12]([C:15](=[O:16])[O:17][C:18]([CH3:19])([CH3:20])[CH3:21])[CH2:13][CH2:14]2)[s:7][cH:8]1>>[O:1]1[N:2]=[C:3]([c:4]2[n:5][c:6]([CH:9]3[CH2:10][CH2:11][N:12]([C:15](=[O:16])[O:17][C:18]([CH3:19])([CH3:20])[CH3:21])[CH2:13][CH2:14]3)[s:7][cH:8]2)[CH2:40][CH:39]1[c:32]1[c:31]([F:30])[cH:38][cH:37][cH:36][c:33]1[CH:34]=[O:35].